From a dataset of the Open Reaction Database (ORD), a public repository of structured organic reaction records. describe an organic reaction: reactants, conditions, products, and yield Starting materials: C(C1=CC=CC=C1)C=1C=NC2=C(C=CC=C2C1C=1C=C(C=CC1)N)C(F)(F)F (3-(3-benzyl-8-trifluoromethyl-quinolin-4-yl)-phenylamine), BrC=1C=CC(=C(C=O)C1)OCC (5-bromo-2-ethoxy benzaldehyde). Yields the product C(C1=CC=CC=C1)C=1C=NC2=C(C=CC=C2C1C=1C=C(C=CC1)NCC1=C(C=CC(=C1)Br)OCC)C(F)(F)F ({3-[3-BENZYL-8-(TRIFLUOROMETHYL)QUINOLIN-4-YL]PHENYL}(5-BROMO-2-ETHOXYBENZYL) AMINE). Reaction SMILES: [CH2:1]([C:8]1[CH:9]=[N:10][C:11]2[C:16]([C:17]=1[C:18]1[CH:19]=[C:20]([NH2:24])[CH:21]=[CH:22][CH:23]=1)=[CH:15][CH:14]=[CH:13][C:12]=2[C:25]([F:28])([F:27])[F:26])[C:2]1[CH:7]=[CH:6][CH:5]=[CH:4][CH:3]=1.[Br:29][C:30]1[CH:31]=[CH:32][C:33]([O:38][CH2:39][CH3:40])=[C:34]([CH:37]=1)[CH:35]=O>>[CH2:1]([C:8]1[CH:9]=[N:10][C:11]2[C:16]([C:17]=1[C:18]1[CH:19]=[C:20]([NH:24][CH2:35][C:34]3[CH:37]=[C:30]([Br:29])[CH:31]=[CH:32][C:33]=3[O:38][CH2:39][CH3:40])[CH:21]=[CH:22][CH:23]=1)=[CH:15][CH:14]=[CH:13][C:12]=2[C:25]([F:28])([F:26])[F:27])[C:2]1[CH:3]=[CH:4][CH:5]=[CH:6][CH:7]=1. Reported procedure: This compound was prepared according to the procedure of example 66, substituting 3-(3-benzyl-8-trifluoromethyl-quinolin-4-yl)-phenylamine and 5-bromo-2-ethoxy benzaldehyde. MS (ESI) m/z 591. Reactants: C1(CCCCC1)=NO (cyclohexanone oxime), C#C (acetylene), C#C (acetylene), potassium tert.butylate, C(C)P(CC)(CC)=O (triethylphosphine oxide). Run at temperature 70 celsius. Product: C(=C)N1C=CC=2CCCCC12 (1-vinyl-4,5,6,7-tetrahydroindole). The yield is 24.0%. As a reaction SMILES: [C:1]1(=[N:7]O)[CH2:6][CH2:5][CH2:4][CH2:3][CH2:2]1.[CH2:9](P(=O)(CC)CC)[CH3:10].[CH:17]#[CH:18]>>[CH:17]([N:7]1[C:1]2[CH2:6][CH2:5][CH2:4][CH2:3][C:2]=2[CH:10]=[CH:9]1)=[CH2:18]. Reported procedure: 5 g of cyclohexanone oxime, 0.05 g of potassium tert.butylate and 0.5 g of triethylphosphine oxide are placed into a one-liter rotary autoclave which is filled with acetylene under the pressure of 12 atm and heated at the temperature of 70° C for 3 hours. After cooling, the autoclave is again filled with acetylene under the same pressure and again heated at 70° C for 3 hours. The resulting cooled mixture is extracted with dibutyl ether and the extract is distilled to give 1.4 g (yield of 24%) of... Starting materials: O=Cc1cccc(Br)n1, Clc1ncc(Br)c(Cl)n1, C1CCOC1, CC(C)[Mg+], [Cl-]. Product: OC(c1cccc(Br)n1)c1cnc(Cl)nc1Cl. Reaction SMILES: [Br:15][c:16]1[cH:17][cH:18][cH:19][c:20]([CH:22]=[O:23])[n:21]1.[Br:1][c:2]1[c:3]([Cl:9])[n:4][c:5]([Cl:8])[n:6][cH:7]1.[CH2:24]1[O:25][CH2:26][CH2:27][CH2:28]1.[CH:11]([Mg+:12])([CH3:13])[CH3:14].[Cl-:10]>>[c:2]1([CH:22]([c:20]2[cH:19][cH:18][cH:17][c:16]([Br:15])[n:21]2)[OH:23])[c:3]([Cl:9])[n:4][c:5]([Cl:8])[n:6][cH:7]1. Starting materials: O=[N+]([O-])c1cc(Br)cnc1Cl, CCO, NCC1CC1, CCN(C(C)C)C(C)C. The product is O=[N+]([O-])c1cc(Br)cnc1NCC1CC1. RXN SMILES: [Br:1][c:2]1[cH:3][c:4]([N+:9](=[O:10])[O-:11])[c:5]([Cl:8])[n:6][cH:7]1.[CH3:26][CH2:27][OH:28].[CH:12]1([CH2:15][NH2:16])[CH2:13][CH2:14]1.[CH:17]([N:18]([CH2:19][CH3:20])[CH:21]([CH3:22])[CH3:23])([CH3:24])[CH3:25]>>[Br:1][c:2]1[cH:3][c:4]([N+:9](=[O:10])[O-:11])[c:5]([NH:16][CH2:15][CH:12]2[CH2:13][CH2:14]2)[n:6][cH:7]1. Reactants: Cl.COC=1C=C2CCNC(C2=CC1OC)CC1=CC=C(C=C1)C=1C=NC=CC1OC (6,7-dimethoxy-1-[4-(4-methoxypyridin-3-yl)benzyl]-1,2,3,4-tetrahydroisoquinolinehydrochloride salt), C=O (formaldehyde), C(#N)[BH3-].[Na+] (sodium cyanoborohydride). Reagents/catalysts: [Cl-].[Zn+2].[Cl-] (zinc chloride). The solvent is CO (methanol). Yields the product COC=1C=C2CCN(C(C2=CC1OC)CC1=CC=C(C=C1)C=1C=NC=CC1OC)C (6,7-dimethoxy-1-[4-(4-methoxypyridin-3-yl)benzyl]-2-methyl-1,2,3,4-tetrahydroisoquinoline). RXN SMILES: Cl.[CH3:2][O:3][C:4]1[CH:5]=[C:6]2[C:11](=[CH:12][C:13]=1[O:14][CH3:15])[CH:10]([CH2:16][C:17]1[CH:22]=[CH:21][C:20]([C:23]3[CH:24]=[N:25][CH:26]=[CH:27][C:28]=3[O:29][CH3:30])=[CH:19][CH:18]=1)[NH:9][CH2:8][CH2:7]2.C=O.[C:33]([BH3-])#N.[Na+]>CO.[Cl-].[Zn+2].[Cl-]>[CH3:2][O:3][C:4]1[CH:5]=[C:6]2[C:11](=[CH:12][C:13]=1[O:14][CH3:15])[CH:10]([CH2:16][C:17]1[CH:18]=[CH:19][C:20]([C:23]3[CH:24]=[N:25][CH:26]=[CH:27][C:28]=3[O:29][CH3:30])=[CH:21][CH:22]=1)[N:9]([CH3:33])[CH2:8][CH2:7]2 |f:0.1,3.4,6.7.8|. Procedure: The synthesis of 6,7-dimethoxy-1-[4-(4-methoxypyridin-3-yl)benzyl]-2-methyl-1,2,3,4-tetrahydroisoquinoline hydrochloride 23 is shown in Scheme 6. 6,7-Dimethoxy-1-[4-(4-methoxypyridin-3-yl)benzyl]-3,4-dihydro-1H-isoquinoline-2-carboxylic acid tert-butyl ester 20 was prepared by the reaction of 1-(4-bromobenzyl)-6,7-dimethoxy-3,4-dihydro-1H-isoquinoline-2-carboxylic acid tert-butyl ester 1 with 4-methoxypyridine-3-boronic acid 19 in the presence of Palladium(II) acetate, triphenylphosphine, and Na... Reactants: ice water, CS(=O)(=O)Cl (methanesulfonyl chloride), ClC=1C=C(C=C(C1Cl)Cl)C1(CN(CC1)C1=NC=C(C(=N1)C(F)(F)F)CO)C(F)(F)F ({2-[3-(3,4,5-Trichlorophenyl)-3-(trifluoromethyl)pyrrolidin-1-yl]-4-(tri-fluoromethyl)pyrimidin-5-yl}methanol), O1CCCC1 (tetrahydrofuran), O.N (ammonia water), O1CCCC1 (tetrahydrofuran), O1CCCC1 (tetrahydrofuran). Run in CO (methanol). Run at time 1 hour. Yields the product ClC=1C=C(C=C(C1Cl)Cl)C1(CN(CC1)C1=NC=C(C(=N1)C(F)(F)F)CN)C(F)(F)F (1-{2-[3-(3,4,5-trichlorophenyl)-3-(tri-fluoromethyl)-pyrrolidin-1-yl]-4-(trifluoromethyl)pyrimidin-5-yl}methanamine). The yield is 45.0%. Reaction SMILES: [Cl:1][C:2]1[CH:3]=[C:4]([C:10]2([C:27]([F:30])([F:29])[F:28])[CH2:14][CH2:13][N:12]([C:15]3[N:20]=[C:19]([C:21]([F:24])([F:23])[F:22])[C:18]([CH2:25]O)=[CH:17][N:16]=3)[CH2:11]2)[CH:5]=[C:6]([Cl:9])[C:7]=1[Cl:8].O1CCCC1.CS(Cl)(=O)=O.O.[NH3:42]>CO>[Cl:1][C:2]1[CH:3]=[C:4]([C:10]2([C:27]([F:30])([F:29])[F:28])[CH2:14][CH2:13][N:12]([C:15]3[N:20]=[C:19]([C:21]([F:24])([F:23])[F:22])[C:18]([CH2:25][NH2:42])=[CH:17][N:16]=3)[CH2:11]2)[CH:5]=[C:6]([Cl:9])[C:7]=1[Cl:8] |f:3.4|. Procedure: {2-[3-(3,4,5-Trichlorophenyl)-3-(trifluoromethyl)pyrrolidin-1-yl]-4-(tri-fluoromethyl)pyrimidin-5-yl}methanol (1.0 g) was added to tetrahydrofuran (30 mL), and then, under ice cooling, tetrahydrofuran solution (10 mL) comprising methanesulfonyl chloride (0.3 g) was added dropwise thereto. After the dropwise addition was completed, the solution was stirred at room temperature for one hour. The resulting solution was added dropwise to a mixture solution, which was separately prepared to comprise 2... The reactants are C(C)OC(NC(C(C#N)=NNC1=CC(=C(C(=C1)C)OC1=CC(=C(C=C1)OC)Br)C)=O)=O (({[4-(3-bromo-4-methoxy-phenoxy)-3,5-dimethyl-phenyl]-hydrazono}-cyano-acetyl)-carbamic acid ethyl ester), C(C)(=O)[O-].[K+] (potassium acetate). The solvent is C(C)(=O)O (acetic acid). Run at temperature 120 celsius. Yields the product BrC=1C=C(OC2=C(C=C(C=C2C)N2N=C(C(NC2=O)=O)C#N)C)C=CC1OC (2-[4-(3-Bromo-4-methoxy-phenoxy)-3,5-dimethyl-phenyl]-3,5-dioxo-2,3,4,5-tetrahydro-[1,2,4]triazine-6-carbonitrile). Isolated yield 98.8%. As a reaction SMILES: C([O:3][C:4](=O)[NH:5][C:6](=[O:30])[C:7](=[N:10][NH:11][C:12]1[CH:17]=[C:16]([CH3:18])[C:15]([O:19][C:20]2[CH:25]=[CH:24][C:23]([O:26][CH3:27])=[C:22]([Br:28])[CH:21]=2)=[C:14]([CH3:29])[CH:13]=1)[C:8]#[N:9])C.C([O-])(=O)C.[K+]>C(O)(=O)C>[Br:28][C:22]1[CH:21]=[C:20]([CH:25]=[CH:24][C:23]=1[O:26][CH3:27])[O:19][C:15]1[C:16]([CH3:18])=[CH:17][C:12]([N:11]2[C:4](=[O:3])[NH:5][C:6](=[O:30])[C:7]([C:8]#[N:9])=[N:10]2)=[CH:13][C:14]=1[CH3:29] |f:1.2|. Procedure details: A solution of ({[4-(3-bromo-4-methoxy-phenoxy)-3,5-dimethyl-phenyl]-hydrazono}-cyano-acetyl)-carbamic acid ethyl ester (1.0 g) of PREPARATION 3, potassium acetate (200 mg) and acetic acid (11 ml) were heated to 120° C. for 5 h. The reaction was concentrated, water was added, and the resulting solids were collected and dried to afford the title compound as a yellow solid (895 mg). Calc.: 442.0; Found: 441.0 (M−1).